From a dataset of the Open Reaction Database (ORD), a public repository of structured organic reaction records. describe an organic reaction: reactants, conditions, products, and yield The reactants are OCCBr, O=C([O-])[O-], CCCCc1c(O)c2cccnc2n(-c2ccccc2)c1=O, CC(C)=O, CC(C)OC(C)C, [K+], [K+]. Yields the product CCCCc1c(OCCO)c2cccnc2n(-c2ccccc2)c1=O. As a reaction SMILES: [Br:29][CH2:30][CH2:31][OH:32].[C:23](=[O:24])([O-:25])[O-:26].[CH2:1]([CH2:2][CH2:3][CH3:4])[c:5]1[c:6](=[O:22])[n:7](-[c:16]2[cH:17][cH:18][cH:19][cH:20][cH:21]2)[c:8]2[n:9][cH:10][cH:11][cH:12][c:13]2[c:14]1[OH:15].[CH3:40][C:41](=[O:42])[CH3:43].[CH:33]([O:34][CH:35]([CH3:36])[CH3:37])([CH3:38])[CH3:39].[K+:27].[K+:28]>>[CH2:1]([CH2:2][CH2:3][CH3:4])[c:5]1[c:6](=[O:22])[n:7](-[c:16]2[cH:17][cH:18][cH:19][cH:20][cH:21]2)[c:8]2[n:9][cH:10][cH:11][cH:12][c:13]2[c:14]1[O:15][CH2:30][CH2:31][OH:32]. Starting materials: C1CCOC1, CN(C)CCCC(O)(c1ccc(F)cc1)c1ccc(C#N)cc1CO, CCCC[O-], O=[N+]([O-])c1cc(Cl)ccc1Cl, [K]. Product: CN(C)CCCC(O)(c1ccc(F)cc1)c1ccc(C#N)cc1COc1ccc(Cl)cc1[N+](=O)[O-], Cl. Reaction SMILES: [CH2:43]1[O:44][CH2:45][CH2:46][CH2:47]1.[CH3:1][N:2]([CH2:3][CH2:4][CH2:5][C:6]([OH:7])([c:8]1[cH:9][cH:10][c:11]([F:14])[cH:12][cH:13]1)[c:15]1[c:16]([CH2:23][OH:24])[cH:17][c:18]([C:19]#[N:20])[cH:21][cH:22]1)[CH3:25].[CH3:27][CH2:28][CH2:29][CH2:30][O-:31].[Cl:32][c:33]1[c:34]([N+:40](=[O:41])[O-:42])[cH:35][c:36]([Cl:39])[cH:37][cH:38]1.[K:26]>>[CH3:1][N:2]([CH2:3][CH2:4][CH2:5][C:6]([OH:7])([c:8]1[cH:9][cH:10][c:11]([F:14])[cH:12][cH:13]1)[c:15]1[c:16]([CH2:23][O:24][c:33]2[c:34]([N+:40](=[O:41])[O-:42])[cH:35][c:36]([Cl:39])[cH:37][cH:38]2)[cH:17][c:18]([C:19]#[N:20])[cH:21][cH:22]1)[CH3:25].[ClH:32]. Starting materials: C(C)OC=1C=C2C(C(=CN(C2=NC1C)CC)C(=O)OCC)=O (ethyl 1,4-dihydro-6-ethoxy-1-ethyl-7-methyl-4-oxo-1,8-naphthyridine-3-carboxylate), C(C)OC=1C=C2C(C(=CN(C2=NC1C)CC)C(=O)OCC)=O (ethyl 1,4-dihydro-6-ethoxy-1-ethyl-7-methyl-4-oxo-1,8-naphthyridine-3-carboxylate), S1(=O)(=O)CCCC1 (sulfolane), [Se](=O)=O (selenium dioxide). Solvent: C(Cl)(Cl)Cl (chloroform). Yields the product C(C)OC=1C=C2C(C(=CN(C2=NC1C=O)CC)C(=O)OCC)=O (ethyl 1,4-dihydro-6-ethoxy-1-ethyl-7-formyl-4-oxo-1,8-naphthyridine-3-carboxylate). As a reaction SMILES: [CH2:1]([O:3][C:4]1[CH:5]=[C:6]2[C:11](=[N:12][C:13]=1[CH3:14])[N:10]([CH2:15][CH3:16])[CH:9]=[C:8]([C:17]([O:19][CH2:20][CH3:21])=[O:18])[C:7]2=[O:22])[CH3:2].S1(CCCC1)(=O)=[O:24].[Se](=O)=O>C(Cl)(Cl)Cl>[CH2:1]([O:3][C:4]1[CH:5]=[C:6]2[C:11](=[N:12][C:13]=1[CH:14]=[O:24])[N:10]([CH2:15][CH3:16])[CH:9]=[C:8]([C:17]([O:19][CH2:20][CH3:21])=[O:18])[C:7]2=[O:22])[CH3:2]. Procedure: A mixture of 30.4 g of ethyl 1,4-dihydro-6-ethoxy-1-ethyl-7-methyl-4-oxo-1,8-naphthyridine-3-carboxylate (Compound VIII where R1 =R2 =R3 =C2H5) and 100 ml of sulfolane was stirred at 140°-145° C. and 22 g of selenium dioxide in limited amounts was added thereto. After reacting the mixture under the same conditions for 5 hours and then allowing it to cool, chloroform was added thereto. The insoluble materials were removed by filtration. The filtrate was washed successively with 3% sodium carbonat... Starting materials: C(CCC)[N+](CCCC)(CCCC)CCCC.ClN(C(CC1=CC=CC=C1)=O)C1C(N(C1)S(=O)(=O)O)=O (N-chloro-N-(2-oxo-1-sulfo-3-azetidinyl)-2-phenylacetamide, tetrabutylammonium salt), [K] (potassium), C(CCC)[N+](CCCC)(CCCC)CCCC.O=C1N(CC1N(C(=O)OCC1=CC=CC=C1)Cl)S(=O)(=O)[O-] (2-oxo-3-[N-chloro-N-[(phenylmethoxy)carbonyl]amino]-1-azetidinesulfonic acid, tetrabutylammonium salt). Procedure: Following the procedure of Example 80, but substituting N-chloro-N-(2-oxo-1-sulfo-3-azetidinyl)-2-phenylacetamide, tetrabutylammonium salt (see Example 47A for preparation of the corresponding potassium salt) for 2-oxo-3-[N-chloro-N-[(phenylmethoxy)carbonyl]amino]-1-azetidinesulfonic acid, tetrabutylammonium salt, yields the title compound as an oil: nmr (CDCl3) 3.62 (s,2H,C6H5CH2), 4.03 (ABq,2H,ν=7 cps, C-4 CH2), 6.98 (s,1H,NH) and 7.30 ppm (S,5H,C6H5). RXN SMILES: [CH2:1]([N+:5]([CH2:14][CH2:15][CH2:16][CH3:17])([CH2:10][CH2:11][CH2:12][CH3:13])[CH2:6][CH2:7][CH2:8][CH3:9])[CH2:2][CH2:3][CH3:4].Cl[N:19]([CH:29]1[CH2:32][N:31]([S:33]([OH:36])(=[O:35])=[O:34])[C:30]1=[O:37])[C:20](=[O:28])[CH2:21][C:22]1[CH:27]=[CH:26][CH:25]=[CH:24][CH:23]=1.[K].C([N+](CCCC)(CCCC)CCCC)CCC.O=C1C(N(Cl)C([O:64][CH2:65][C:66]2C=CC=[CH:68][CH:67]=2)=O)CN1S([O-])(=O)=O>>[CH2:14]([N+:5]([CH2:1][CH2:2][CH2:3][CH3:4])([CH2:6][CH2:7][CH2:8][CH3:9])[CH2:10][CH2:11][CH2:12][CH3:13])[CH2:15][CH2:16][CH3:17].[CH2:65]([O:64][C:29]1([NH:19][C:20](=[O:28])[CH2:21][C:22]2[CH:27]=[CH:26][CH:25]=[CH:24][CH:23]=2)[CH2:32][N:31]([S:33]([OH:36])(=[O:35])=[O:34])[C:30]1=[O:37])[CH2:66][CH2:67][CH3:68] |f:0.1,3.4,5.6,^1:37|. Yields the product C(CCC)[N+](CCCC)(CCCC)CCCC.C(CCC)OC1(C(N(C1)S(=O)(=O)O)=O)NC(CC1=CC=CC=C1)=O (N-(3-Butoxy-2-oxo-1-sulfo-3-azetidinyl)-2-phenylacetamide, tetrabutylammonium salt). Starting materials: Cc1cc2c(C(F)(F)F)c(C#N)ccc2n1Cc1ccc(Br)s1, OB(O)c1cc(C(F)(F)F)cc(C(F)(F)F)c1. Product: Cc1cc2c(C(F)(F)F)c(C#N)ccc2n1Cc1ccc(-c2cc(C(F)(F)F)cc(C(F)(F)F)c2)s1. Reaction SMILES: [Br:1][c:2]1[cH:3][cH:4][c:5]([CH2:7][n:8]2[c:9]([CH3:23])[cH:10][c:11]3[c:12]([C:19]([F:20])([F:21])[F:22])[c:13]([C:17]#[N:18])[cH:14][cH:15][c:16]23)[s:6]1.[F:24][C:25]([c:26]1[cH:27][c:28]([B:36]([OH:37])[OH:38])[cH:29][c:30]([C:32]([F:33])([F:34])[F:35])[cH:31]1)([F:39])[F:40]>>[c:2]1(-[c:28]2[cH:27][c:26]([C:25]([F:24])([F:39])[F:40])[cH:31][c:30]([C:32]([F:33])([F:34])[F:35])[cH:29]2)[cH:3][cH:4][c:5]([CH2:7][n:8]2[c:9]([CH3:23])[cH:10][c:11]3[c:12]([C:19]([F:20])([F:21])[F:22])[c:13]([C:17]#[N:18])[cH:14][cH:15][c:16]23)[s:6]1.